Dataset: the Open Reaction Database (ORD), a public repository of structured organic reaction records. Task: describe an organic reaction: reactants, conditions, products, and yield The reactants are BrC1=CC(=C(C=C1)N1C(NC(=C(C1=O)C)C(F)(F)F)=O)F (3-(4-Bromo-2-fluorophenyl)-5-methyl-6-trifluoromethyl-2,4(1H,3H)-pyrimidinedione), CI (methyl iodide), C([O-])([O-])=O.[K+].[K+] (potassium carbonate). Solvent: CN(C)C=O (DMF), CN(C)C=O (DMF). Reaction conditions: time 8 hour. The product is BrC1=CC(=C(C=C1)N1C(N(C(=C(C1=O)C)C(F)(F)F)C)=O)F (3-(4-bromo-2-fluoro-phenyl)-1,5-dimethyl-6-trifluoromethyl-2,4(1H,3H)-pyrimidinedione). The yield is 87.0%. As a reaction SMILES: [Br:1][C:2]1[CH:7]=[CH:6][C:5]([N:8]2[C:13](=[O:14])[C:12]([CH3:15])=[C:11]([C:16]([F:19])([F:18])[F:17])[NH:10][C:9]2=[O:20])=[C:4]([F:21])[CH:3]=1.CI.[C:24](=O)([O-])[O-].[K+].[K+]>CN(C=O)C>[Br:1][C:2]1[CH:7]=[CH:6][C:5]([N:8]2[C:13](=[O:14])[C:12]([CH3:15])=[C:11]([C:16]([F:19])([F:17])[F:18])[N:10]([CH3:24])[C:9]2=[O:20])=[C:4]([F:21])[CH:3]=1 |f:2.3.4|. Reported procedure: 3-(4-Bromo-2-fluorophenyl)-5-methyl-6-trifluoromethyl-2,4(1H,3H)-pyrimidinedione (16.52 g), methyl iodide (7.99 g) and potassium carbonate (7.76 g) were suspended in DMF (90 ml), and the mixture was stirred at room temperature for about 8 hours. After the reaction, DMF was distilled off under reduced pressure, extracted with ethyl acetate, washed with water, and dried over anhydrous magnesium sulfate. Ethyl acetate was distilled off, and the resulting residue was crystallized from a mixed solven... The reactants are C(C)(C)OC1=C(C(=O)O)C=C(C=C1)S(=O)(=O)C (2-isopropoxy-5-methanesulfonyl-benzoic acid), Cl.COC1=CC=CC2=C1N=C(S2)N2CCNCC2 (4-Methoxy-2-piperazin-1-yl-benzothiazole hydrochloride). The solvent is O1CCCC1 (tetrahydrofuran). Product: C(C)(C)OC1=C(C=C(C=C1)S(=O)(=O)C)C(=O)N1CCN(CC1)C=1SC2=C(N1)C(=CC=C2)OC ((2-Isopropoxy-5-methanesulfonyl-phenyl)-[4-(4-methoxy-benzothiazol-2-yl)-piperazin-1-yl]-methanone). As a reaction SMILES: [CH:1]([O:4][C:5]1[CH:13]=[CH:12][C:11]([S:14]([CH3:17])(=[O:16])=[O:15])=[CH:10][C:6]=1[C:7]([OH:9])=O)([CH3:3])[CH3:2].Cl.[CH3:19][O:20][C:21]1[C:26]2[N:27]=[C:28]([N:30]3[CH2:35][CH2:34][NH:33][CH2:32][CH2:31]3)[S:29][C:25]=2[CH:24]=[CH:23][CH:22]=1>O1CCCC1>[CH:1]([O:4][C:5]1[CH:13]=[CH:12][C:11]([S:14]([CH3:17])(=[O:16])=[O:15])=[CH:10][C:6]=1[C:7]([N:33]1[CH2:34][CH2:35][N:30]([C:28]2[S:29][C:25]3[CH:24]=[CH:23][CH:22]=[C:21]([O:20][CH3:19])[C:26]=3[N:27]=2)[CH2:31][CH2:32]1)=[O:9])([CH3:2])[CH3:3] |f:1.2|. Procedure: Prepared in analogy to example 1.1 b) from 2-isopropoxy-5-methanesulfonyl-benzoic acid (Example 2.2) and 4-Methoxy-2-piperazin-1-yl-benzothiazole hydrochloride in tetrahydrofuran. The crude material was purified by chromatography (SiO2, heptane/ethyl acetate), and the residue was then triturated in ether to yield the title compound as a white solid. The reactants are CCC(CC)(c1ccc(C#CC2(O)CCCC2)c(C)c1)c1ccc(-c2ccc(CC(=O)OC)c(F)c2)c(C)c1, CO, [Cl-], [NH4+], [Na+], [OH-]. Product: CCC(CC)(c1ccc(C#CC2(O)CCCC2)c(C)c1)c1ccc(-c2ccc(CC(=O)O)c(F)c2)c(C)c1. As a reaction SMILES: [CH3:3][O:4][C:5]([CH2:6][c:7]1[c:8]([F:40])[cH:9][c:10](-[c:13]2[c:14]([CH3:39])[cH:15][c:16]([C:19]([CH2:20][CH3:21])([c:22]3[cH:23][c:24]([CH3:36])[c:25]([C:28]#[C:29][C:30]4([OH:35])[CH2:31][CH2:32][CH2:33][CH2:34]4)[cH:26][cH:27]3)[CH2:37][CH3:38])[cH:17][cH:18]2)[cH:11][cH:12]1)=[O:41].[CH3:44][OH:45].[Cl-:42].[NH4+:43].[Na+:2].[OH-:1]>>[O:4]=[C:5]([CH2:6][c:7]1[c:8]([F:40])[cH:9][c:10](-[c:13]2[c:14]([CH3:39])[cH:15][c:16]([C:19]([CH2:20][CH3:21])([c:22]3[cH:23][c:24]([CH3:36])[c:25]([C:28]#[C:29][C:30]4([OH:35])[CH2:31][CH2:32][CH2:33][CH2:34]4)[cH:26][cH:27]3)[CH2:37][CH3:38])[cH:17][cH:18]2)[cH:11][cH:12]1)[OH:41]. The reactants are FC1=C(C=CC=C1)NC(NC1=CC=C(C=C1)C1=CC=C2CN(C(C2=C1)=O)[C@H](C(=O)OC)C(C)C)=S ((S)-Methyl 2-(6-(4-(3-(2-fluorophenyl)thioureido)phenyl)-1-oxoisoindolin-2-yl)-3-methylbutanoate), NC1=CC=C(C=C1)C1=CC=C2CN(C(C2=C1)=O)[C@H](C(=O)OC)C(C)C ((S)-Methyl 2-(6-(4-aminophenyl)-1-oxoisoindolin-2-yl)-3-methylbutanoate), CC1=C(C=CC=C1)N=C=S (2-methyl phenyl isothiocyanate), compound, compound. Product: CC([C@@H](C(=O)OC)N1C(C2=CC(=CC=C2C1)C1=CC=C(C=C1)NC(=S)NC1=C(C=CC=C1)C)=O)C ((S)-Methyl 3-methyl-2-(1-oxo-6-(4-(3-o-tolylthioureido)phenyl)isoindolin-2-yl)butanoate). As a reaction SMILES: F[C:2]1[CH:7]=[CH:6][CH:5]=[CH:4][C:3]=1[NH:8][C:9](=[S:35])[NH:10][C:11]1[CH:16]=[CH:15][C:14]([C:17]2[CH:25]=[C:24]3[C:20]([CH2:21][N:22]([C@@H:27]([CH:32]([CH3:34])[CH3:33])[C:28]([O:30][CH3:31])=[O:29])[C:23]3=[O:26])=[CH:19][CH:18]=2)=[CH:13][CH:12]=1.N[C:37]1C=CC(C2C=C3C(CN([C@@H](C(C)C)C(OC)=O)C3=O)=CC=2)=CC=1.CC1C=CC=CC=1N=C=S>>[CH3:33][CH:32]([CH3:34])[C@H:27]([N:22]1[CH2:21][C:20]2[C:24](=[CH:25][C:17]([C:14]3[CH:15]=[CH:16][C:11]([NH:10][C:9]([NH:8][C:3]4[CH:4]=[CH:5][CH:6]=[CH:7][C:2]=4[CH3:37])=[S:35])=[CH:12][CH:13]=3)=[CH:18][CH:19]=2)[C:23]1=[O:26])[C:28]([O:30][CH3:31])=[O:29]. Reported procedure: The compound of example 71 was prepared analogous to compound of example 51 by reaction of compound of example 6 with 2-methyl phenyl isothiocyanate. The compound of example 71 was used directly without isolation for the preparation of compound of example 72. Reactants: CC1(CCCCC1)NC(=O)N (N-(1-methylcyclohexyl)urea), ClCl (chlorine). Solvent: O (water). Conditions: temperature 15 celsius, time 0.5 hour. Product: ClNC(=O)NC1(CCCCC1)C (1-CHLORO-3-(1-METHYLCYCLOHEXYL)UREA). Yield: 66.0%. Reaction SMILES: [CH3:1][C:2]1([NH:8][C:9]([NH2:11])=[O:10])[CH2:7][CH2:6][CH2:5][CH2:4][CH2:3]1.[Cl:12]Cl>O>[Cl:12][NH:11][C:9]([NH:8][C:2]1([CH3:1])[CH2:7][CH2:6][CH2:5][CH2:4][CH2:3]1)=[O:10]. Procedure details: To a rapidly stirred slurry of 7.5 g (.048m) of N-(1-methylcyclohexyl)urea in 75 ml. water at 15°C was added 3.36g. (.048 m) of chlorine at 0.5 g/minute. The reaction mixture was stirred an additional 1/2 hour at 15°C and filtered. The filter cake was washed with cold water until free of acid and air dried overnight. The white solid weighed 6.0 g (66% yield) and contained 18.9% active chlorine (calculated value for 1-chloro-3-(1-methylcyclohexyl)urea = 18.5% active chlorine).